This data is from the Open Reaction Database (ORD), a public repository of structured organic reaction records. The task is: describe an organic reaction: reactants, conditions, products, and yield The reactants are C1(=CC=CC=C1)N=C=O (phenyl isocyanate), Cl.S1C(=CC=C1)C1=NOC(=N1)C1CC[NH2+]CC1 (4-(3-thiophen-2-yl[1,2,4]oxadiazol-5-yl)piperidinium hydrochloride). Solvent: N1=CC=CC=C1 (pyridine). Conditions: time 8 hour. Product: C1(=CC=CC=C1)NC(=O)N1CCC(CC1)C1=NC(=NO1)C=1SC=CC1 (4-(3-thiophen-2-yl[1,2,4]oxadiazol-5-yl)-piperidine-1-carboxylic acid phenylamide). Isolated yield 37.0%. As a reaction SMILES: [C:1]1([N:7]=[C:8]=[O:9])[CH:6]=[CH:5][CH:4]=[CH:3][CH:2]=1.Cl.[S:11]1[CH:15]=[CH:14][CH:13]=[C:12]1[C:16]1[N:20]=[C:19]([CH:21]2[CH2:26][CH2:25][NH2+:24][CH2:23][CH2:22]2)[O:18][N:17]=1>N1C=CC=CC=1>[C:1]1([NH:7][C:8]([N:24]2[CH2:25][CH2:26][CH:21]([C:19]3[O:18][N:17]=[C:16]([C:12]4[S:11][CH:15]=[CH:14][CH:13]=4)[N:20]=3)[CH2:22][CH2:23]2)=[O:9])[CH:6]=[CH:5][CH:4]=[CH:3][CH:2]=1 |f:1.2|. Procedure: 40 μl (1 eq.) of phenyl isocyanate were added to a solution of 100 mg (1 eq.) of 4-(3-thiophen-2-yl[1,2,4]oxadiazol-5-yl)piperidinium hydrochloride in 0.6 ml of pyridine. The reaction medium was stirred at room temperature overnight and then evaporated under reduced pressure. The residue obtained was chromatograph on a thick layer of silica (eluent: CH2Cl2/MeOH (95/5; v/v)). After evaporating off the solvent, 48 mg (37%) of the expected compound were obtained. Starting materials: O (water), BrC1=CC=C(N)C=C1 (4-Bromoaniline), C(C)(C)(C)C1=CC=C(C=C1)B(O)O ((4-(tert-butyl)phenyl)boronic acid), C(=O)([O-])[O-].[K+].[K+] (K2CO3). Reagents/catalysts: C1=CC=C(C=C1)P([C-]2C=CC=C2)C3=CC=CC=C3.C1=CC=C(C=C1)P([C-]2C=CC=C2)C3=CC=CC=C3.Cl[Pd]Cl.[Fe+2] (Pd(dppf)Cl2). Solvent: O1CCOCC1 (1,4-dioxane), CCOC(=O)C (EtOAc). Yields the product C(C)(C)(C)C1=CC=C(C=C1)C1=CC=C(C=C1)N (4′-(tert-butyl)-[1,1′-biphenyl]-4-amine). As a reaction SMILES: Br[C:2]1[CH:8]=[CH:7][C:5]([NH2:6])=[CH:4][CH:3]=1.[C:9]([C:13]1[CH:18]=[CH:17][C:16](B(O)O)=[CH:15][CH:14]=1)([CH3:12])([CH3:11])[CH3:10].C([O-])([O-])=O.[K+].[K+].O>O1CCOCC1.CCOC(C)=O.C1C=CC(P(C2C=CC=CC=2)[C-]2C=CC=C2)=CC=1.C1C=CC(P(C2C=CC=CC=2)[C-]2C=CC=C2)=CC=1.Cl[Pd]Cl.[Fe+2]>[C:9]([C:13]1[CH:18]=[CH:17][C:16]([C:2]2[CH:8]=[CH:7][C:5]([NH2:6])=[CH:4][CH:3]=2)=[CH:15][CH:14]=1)([CH3:12])([CH3:11])[CH3:10] |f:2.3.4,8.9.10.11|. Procedure: 4-Bromoaniline (4.0 g, 23.3 mmol), (4-(tert-butyl)phenyl)boronic acid (4.6 g, 25.6 mmol), Pd(dppf)Cl2 (1.9 g, 2.3 mmol), and K2CO3 (6.4 g, 46.5 mmol) were dissolved in 1,4-dioxane (100 mL) and water (25 mL) and the resulting mixture was heated to 80° C. After 3 h the resulting mixture was cooled to room temperature, diluted with EtOAc, washed with water and brine, dried (Na2SO4), and dry packed onto silica gel. Column chromatography yielded the title compound. Starting materials: COCOc1cnc(C)cc1B(O)O, [Na+], [Na+], [O-][O-], C1CCOC1, [OH-], O=S(=O)([O-])OOS(=O)(=O)[O-]. Product: COCOc1c[nH]c(C)cc1=O. RXN SMILES: [CH3:1][O:2][CH2:3][O:4][c:5]1[c:6]([B:12]([OH:13])[OH:14])[cH:7][c:8]([CH3:11])[n:9][cH:10]1.[Na+:28].[Na+:29].[O-:16][O-:17].[O:30]1[CH2:31][CH2:32][CH2:33][CH2:34]1.[OH-:15].[S:18](=[O:19])([O:20][O:21][S:22]([O-:23])(=[O:24])=[O:25])([O-:26])=[O:27]>>[CH3:1][O:2][CH2:3][O:4][c:5]1[c:6](=[O:19])[cH:7][c:8]([CH3:11])[nH:9][cH:10]1. Starting materials: C(C)(C)(C)OC(CNC=1SC=C(N1)C1=CC=C(C=C1)F)=O ([4-(4-fluoro-phenyl)-thiazol-2-ylamino]-acetic acid tert-butyl ester), C(=O)(C(F)(F)F)O (TFA). Run at time 3 hour. Product: FC(C(=O)O)(F)F.FC1=CC=C(C=C1)C=1N=C(SC1)NCC(=O)O ([4-(4-Fluoro-phenyl)-thiazol-2-ylamino]-acetic acid trifluoroacetic acid salt). Reaction SMILES: C([O:5][C:6](=[O:21])[CH2:7][NH:8][C:9]1[S:10][CH:11]=[C:12]([C:14]2[CH:19]=[CH:18][C:17]([F:20])=[CH:16][CH:15]=2)[N:13]=1)(C)(C)C.[C:22]([OH:28])([C:24]([F:27])([F:26])[F:25])=[O:23]>>[F:25][C:24]([F:27])([F:26])[C:22]([OH:28])=[O:23].[F:20][C:17]1[CH:16]=[CH:15][C:14]([C:12]2[N:13]=[C:9]([NH:8][CH2:7][C:6]([OH:21])=[O:5])[S:10][CH:11]=2)=[CH:19][CH:18]=1 |f:2.3|. Procedure: 780 mg (2.53 mmol) of [4-(4-fluoro-phenyl)-thiazol-2-ylamino]-acetic acid tert-butyl ester in 10 ml of 90% aqueous TFA were allowed to stand at room temperature for 3 h. The mixture was concentrated and lyophilized. Yield: 859 mg. Procedure details: Utilizing the procedures described in Example 3 a-c except substituting 2-(4-fluoro-1H-indol-3-yl)-5,5-dimethylcyclohexane-1,3-dione for 2-(6-fluoro-1H-indol-3-yl)-5,5-dimethylcyclohexane-1,3-dione in step 3a, and 2-amino-6-fluorobenzoic acid for anthranilic acid in step 1a of Example 1, the title compound was prepared and crystallized from toluene; m.p. 246-247° C. As a reaction SMILES: [F:1][C:2]1[CH:10]=[C:9]2[C:5]([C:6]([CH:11]3[C:16](=O)[CH2:15][C:14]([CH3:19])([CH3:18])[CH2:13][C:12]3=[O:20])=[CH:7][NH:8]2)=[CH:4][CH:3]=1.[NH2:21][C:22]1C=CC=C(F)[C:23]=1C(O)=O.C(O)(=O)C1C(=CC=CC=1)N>>[F:1][C:2]1[C:10]2[C:6]3[C:11]4[C:12](=[O:20])[CH2:13][C:14]([CH3:18])([CH3:19])[CH2:15][C:16]=4[N:21]=[C:22]([CH3:23])[C:7]=3[NH:8][C:9]=2[CH:5]=[CH:4][CH:3]=1. The product is FC=1C2=C(C=CC1)NC=1C(=NC=3CC(CC(C3C12)=O)(C)C)C (11-fluoro-3,3,6-trimethyl-2,3,4,7-tetrahydroindolo[2,3-c]quinolin-1-one). Starting materials: FC1=CC=C2C(=CNC2=C1)C1C(CC(CC1=O)(C)C)=O (2-(6-fluoro-1H-indol-3-yl)-5,5-dimethylcyclohexane-1,3-dione), NC1=C(C(=O)O)C(=CC=C1)F (2-amino-6-fluorobenzoic acid), C(C=1C(N)=CC=CC1)(=O)O (anthranilic acid).